From a dataset of the Open Reaction Database (ORD), a public repository of structured organic reaction records. describe an organic reaction: reactants, conditions, products, and yield The reactants are C1=CCCCC1, CCCCCCCC, ClC(Cl)Cl, ClCCl, [Na+], [OH-]. The product is ClC1(Cl)C2CCCCC21. Reaction SMILES: [CH2:1]1[CH2:2][CH2:3][CH:4]=[CH:5][CH2:6]1.[CH3:13][CH2:14][CH2:15][CH2:16][CH2:17][CH2:18][CH2:19][CH3:20].[CH:7]([Cl:8])([Cl:9])[Cl:10].[Cl:21][CH2:22][Cl:23].[Na+:12].[OH-:11]>>[CH2:1]1[CH2:2][CH:3]2[CH:4]([CH2:5][CH2:6]1)[C:7]2([Cl:8])[Cl:9]. Reactants: C(C)(=O)OC(C)=O (acetic anhydride), C(C)(=O)OC(C)=O (acetic anhydride), [N+](=O)(O)[O-] (nitric acid), ice, CC1=C(N)C=CC=C1 (2-methylaniline), FC1=CC(=C(N)C=C1)C (4-fluoro-2-methylaniline), [N+](=O)(OC(C)=O)[O-] (acetyl nitrate), [N+](=O)(OC(C)=O)[O-] (acetyl nitrate). Conditions: temperature 7 celsius, time 15 minute. The product is FC=1C=C(C(=C(C1)[N+](=O)[O-])NC(=O)C)C (5-fluoro-2-methylcarbonylamino-3-methylnitrobenzene). RXN SMILES: C(O[C:5](=[O:7])[CH3:6])(=O)C.[F:8][C:9]1[CH:15]=[CH:14][C:12]([NH2:13])=[C:11]([CH3:16])[CH:10]=1.[N+:17]([O-])([O:19]C(=O)C)=[O:18].[N+]([O-])(O)=O.CC1C=CC=CC=1N>>[F:8][C:9]1[CH:10]=[C:11]([CH3:16])[C:12]([NH:13][C:5]([CH3:6])=[O:7])=[C:14]([N+:17]([O-:19])=[O:18])[CH:15]=1. Procedure: Stirred acetic anhydride, 300 mL, was cooled to about 7° C., and 25.1 grams (0.20 mole) of 4-fluoro-2-methylaniline was added dropwise during a 30 minute period. Upon completion of addition, the reaction mixture was stirred at about 10° C. for an additional 15 minutes. In a separate reaction vessel, acetyl nitrate was prepared by the dropwise addition of 14.9 mL of 90% nitric acid to 30 mL of stirred, cold (0°-15° C.) acetic anhydride during a 15 minute period. The so-prepared acetyl nitrate was... The reactants are compound [ 4-6 ], C1(=CC=CC=C1)CCCCl (3-phenylpropyl chloride), C(C1=CC=CC=C1)N1C=CC2=CC=C(C=C12)CC(=O)O (2-(1-benzyl-1H-indole-6-yl)acetic acid). Product: C1(=CC=CC=C1)CCCN1C=CC2=CC=C(C=C12)CC(=O)O (2-[1-(3-phenylpropyl)-1H-indole-6-yl]acetic acid), C(C1=CC=CC=C1)N1C=CC2=CC=C(C=C12)CC(=O)O (2-(1-benzyl-1H-indole-6-yl)acetic acid). As a reaction SMILES: [C:1]1([CH2:7][CH2:8][CH2:9]Cl)[CH:6]=[CH:5][CH:4]=[CH:3][CH:2]=1.[CH2:11]([N:18]1[C:26]2[C:21](=[CH:22][CH:23]=[C:24]([CH2:27][C:28]([OH:30])=[O:29])[CH:25]=2)[CH:20]=[CH:19]1)[C:12]1[CH:17]=[CH:16][CH:15]=[CH:14][CH:13]=1>>[C:1]1([CH2:7][CH2:8][CH2:9][N:18]2[C:26]3[C:21](=[CH:22][CH:23]=[C:24]([CH2:27][C:28]([OH:30])=[O:29])[CH:25]=3)[CH:20]=[CH:19]2)[CH:6]=[CH:5][CH:4]=[CH:3][CH:2]=1.[CH2:11]([N:18]1[C:26]2[C:21](=[CH:22][CH:23]=[C:24]([CH2:27][C:28]([OH:30])=[O:29])[CH:25]=2)[CH:20]=[CH:19]1)[C:12]1[CH:13]=[CH:14][CH:15]=[CH:16][CH:17]=1. Procedure details: The titled compound (44 mg) as a white solid was prepared from the compound [4-6] obtained in the process (6) of Example 4 (100 mg) and 3-phenylpropyl chloride according to the method of the process (7) of Example 4. Reactants: COc1ccc(SC(c2cnc(Br)cc2C)c2cc(F)ccc2F)cc1, [Li]CCCC, CCCCCC, CN(C)C=O, Cc1ccccc1, CCOC(C)=O, O. Yields the product COc1ccc(SC(c2cnc(C=O)cc2C)c2cc(F)ccc2F)cc1. As a reaction SMILES: [Br:1][c:2]1[n:3][cH:4][c:5]([CH:9]([S:10][c:11]2[cH:12][cH:13][c:14]([O:17][CH3:18])[cH:15][cH:16]2)[c:19]2[c:20]([F:26])[cH:21][cH:22][c:23]([F:25])[cH:24]2)[c:6]([CH3:8])[cH:7]1.[CH2:33]([Li:34])[CH2:35][CH2:36][CH3:37].[CH3:27][CH2:28][CH2:29][CH2:30][CH2:31][CH3:32].[CH3:38][N:39]([CH:40]=[O:41])[CH3:42].[CH3:43][c:44]1[cH:45][cH:46][cH:47][cH:48][cH:49]1.[CH3:50][CH2:51][O:52][C:53](=[O:54])[CH3:55].[OH2:56]>>[c:2]1([CH:40]=[O:41])[n:3][cH:4][c:5]([CH:9]([S:10][c:11]2[cH:12][cH:13][c:14]([O:17][CH3:18])[cH:15][cH:16]2)[c:19]2[c:20]([F:26])[cH:21][cH:22][c:23]([F:25])[cH:24]2)[c:6]([CH3:8])[cH:7]1. Starting materials: CCCC(CCC)N1CCc2c(C(=O)OC)cc(Br)cc2C1=O, O=C([O-])O, CN(C)C=O, [Na+], C1COCCO1, O. Yields the product CCCC(CCC)N1CCc2c(C(=O)OC)cc(C)cc2C1=O. RXN SMILES: [Br:1][c:2]1[cH:3][c:4]([C:20](=[O:21])[O:22][CH3:23])[c:5]2[c:10]([cH:11]1)[C:9](=[O:12])[N:8]([CH:13]([CH2:14][CH2:15][CH3:16])[CH2:17][CH2:18][CH3:19])[CH2:7][CH2:6]2.[C:24](=[O:25])([OH:26])[O-:27].[CH3:36][N:37]([CH3:38])[CH:39]=[O:40].[Na+:28].[O:29]1[CH2:30][CH2:31][O:32][CH2:33][CH2:34]1.[OH2:35]>>[c:2]1([CH3:24])[cH:3][c:4]([C:20](=[O:21])[O:22][CH3:23])[c:5]2[c:10]([cH:11]1)[C:9](=[O:12])[N:8]([CH:13]([CH2:14][CH2:15][CH3:16])[CH2:17][CH2:18][CH3:19])[CH2:7][CH2:6]2. Procedure: Azetidine-3-carboxylic acid (46 mg) and sodium hydroxide (18 mg) were dissolved in methanol (4 mL). To this solution, trimethoxymethane (0.050 mL) and a tetrahydrofuran (1 mL)-methanol (1 mL) mixed solution of 6-[3-(4-chlorophenyl)propoxy]-3,4-dihydronaphthalene-2-carboaldehyde (100 mg) were successively added under ice cooling. The reaction mixture was stirred for 3.5 hours under ice cooling. To the reaction mixture, sodium borohydride (17 mg) was added under ice cooling. The reaction mixture w... The product is ClC1=CC=C(C=C1)CCCOC=1C=C2CCC(=CC2=CC1)CN1CC(C1)C(=O)O (1-({6-[3-(4-chlorophenyl)propoxy]-3,4-dihydro-2-naphthalenyl}methyl)-3-azetidinecarboxylic acid). Reaction conditions: time 3.5 hour. Run in CO (methanol), CO (methanol), O1CCCC1 (tetrahydrofuran). Isolated yield 62.7%. RXN SMILES: [NH:1]1[CH2:4][CH:3]([C:5]([OH:7])=[O:6])[CH2:2]1.[OH-].[Na+].COC(OC)OC.[Cl:17][C:18]1[CH:23]=[CH:22][C:21]([CH2:24][CH2:25][CH2:26][O:27][C:28]2[CH:29]=[C:30]3[C:35](=[CH:36][CH:37]=2)[CH:34]=[C:33]([CH:38]=O)[CH2:32][CH2:31]3)=[CH:20][CH:19]=1.[BH4-].[Na+].Cl.C(OCC)(=O)C>CO.O1CCCC1>[Cl:17][C:18]1[CH:19]=[CH:20][C:21]([CH2:24][CH2:25][CH2:26][O:27][C:28]2[CH:29]=[C:30]3[C:35](=[CH:36][CH:37]=2)[CH:34]=[C:33]([CH2:38][N:1]2[CH2:4][CH:3]([C:5]([OH:7])=[O:6])[CH2:2]2)[CH2:32][CH2:31]3)=[CH:22][CH:23]=1 |f:1.2,5.6,7.8|. Starting materials: N1CC(C1)C(=O)O (Azetidine-3-carboxylic acid), [OH-].[Na+] (sodium hydroxide), COC(OC)OC (trimethoxymethane), ClC1=CC=C(C=C1)CCCOC=1C=C2CCC(=CC2=CC1)C=O (6-[3-(4-chlorophenyl)propoxy]-3,4-dihydronaphthalene-2-carboaldehyde), [BH4-].[Na+] (sodium borohydride), Cl.C(C)(=O)OCC (hydrogen chloride ethyl acetate).